This data is from the Open Reaction Database (ORD), a public repository of structured organic reaction records. The task is: describe an organic reaction: reactants, conditions, products, and yield Reactants: 2-(2-(benzo[d]oxazole-2-yl)naphthalene-6-yl)benzo[d]oxazole polyphosphoric acid, O.C([O-])([O-])=O.[Na+].[Na+] (sodium carbonate hydrate), C1=C(C=CC2=CC(=CC=C12)C(=O)O)C(=O)O (naphthalene-2,6-dicarboxylic acid), NC1=C(C=CC=C1)O (2-aminophenol). The solvent is ice water. Run at temperature 70 celsius. The product is O1C(=NC2=C1C=CC=C2)C2=CC1=CC=C(C=C1C=C2)C=2OC1=C(N2)C=CC=C1 (2-(2-(benzo[d]oxazole-2-yl)naphthalene-6-yl) benzo[d]oxazole). Yield: 75.0%. RXN SMILES: [CH:1]1[C:10]2[C:5](=[CH:6][C:7]([C:11](O)=O)=[CH:8][CH:9]=2)[CH:4]=[CH:3][C:2]=1[C:14](O)=O.[NH2:17][C:18]1[CH:23]=[CH:22][CH:21]=[CH:20][C:19]=1[OH:24].O.[C:26](=[O:29])([O-])[O-].[Na+].[Na+]>>[O:24]1[C:19]2[CH:20]=[CH:21][CH:22]=[CH:23][C:18]=2[N:17]=[C:14]1[C:2]1[CH:3]=[CH:4][C:5]2[C:10](=[CH:9][CH:8]=[C:7]([C:11]3[O:29][C:26]4[CH:22]=[CH:21][CH:20]=[CH:19][C:18]=4[N:17]=3)[CH:6]=2)[CH:1]=1 |f:2.3.4.5|. Procedure: Synthesis of 2-(2-(benzo[d]oxazole-2-yl)naphthalene-6-yl)benzo[d]oxazole polyphosphoric acid (125 cm3) was heated at 70° C. for 1 hour while agitating. 0.1 mol of naphthalene-2,6-dicarboxylic acid was added and the resulting mixture was stirred for 15 minutes. 0.2 mol of 2-aminophenol was added in a dropwise fashion for 10 minutes. The temperature of the mixture was increased to 150° C. and then this temperature was maintained for 2 hours. The mixture was stirred to cool down to a room temperatu... Reactants: C(Cl)Cl (methylene chloride), [OH-].[Na+] (sodium hydroxide), N#CN (cyanamide), ClCCCCC(=O)Cl (δ-chlorovaleryl chloride), N#CN (cyanamide). Solvent: O (water). Conditions: temperature 0 celsius, time 1 hour. Product: C(#N)N1C(CCCC1)=O (N-cyanopiperidone). The yield is 47.8%. RXN SMILES: [OH-].[Na+].[N:3]#[C:4][NH2:5].Cl[CH2:7][CH2:8][CH2:9][CH2:10][C:11](Cl)=[O:12].C(Cl)Cl>O>[C:4]([N:5]1[CH2:7][CH2:8][CH2:9][CH2:10][C:11]1=[O:12])#[N:3] |f:0.1|. Reported procedure: 59.4 g (1.484 moles) of sodium hydroxide are dissolved in 370 ml of water and the solution is cooled to 0° C. To this solution are added 13.2 g (0.742 mole) of cyanamide in portions. Then 115 g (0.742 mole) of δ-chlorovaleryl chloride are added dropwise, at 0°-8° C., over 1 hour to the clear, colourless cyanamide solution. The ensuing reaction is strongly exothermic, so that intensive cooling is necessary. When the dropwise addition is complete, the mixture is stirred for 1 hour at 0° C. Then 74... Starting materials: [BH4-], CO, N#Cc1ccc(N(CCOc2ccc(C=O)cc2)CC2CC2)cc1C(F)(F)F, [Na+]. Yields the product N#Cc1ccc(N(CCOc2ccc(CO)cc2)CC2CC2)cc1C(F)(F)F. Reaction SMILES: [BH4-:29].[CH3:31][OH:32].[CH:1]1([CH2:4][N:5]([c:6]2[cH:7][c:8]([C:14]([F:15])([F:16])[F:17])[c:9]([C:10]#[N:11])[cH:12][cH:13]2)[CH2:18][CH2:19][O:20][c:21]2[cH:22][cH:23][c:24]([CH:27]=[O:28])[cH:25][cH:26]2)[CH2:2][CH2:3]1.[Na+:30]>>[CH:1]1([CH2:4][N:5]([c:6]2[cH:7][c:8]([C:14]([F:15])([F:16])[F:17])[c:9]([C:10]#[N:11])[cH:12][cH:13]2)[CH2:18][CH2:19][O:20][c:21]2[cH:22][cH:23][c:24]([CH2:27][OH:28])[cH:25][cH:26]2)[CH2:2][CH2:3]1. Yields the product FC=1C(=C(C=CC1F)NS(=O)(=O)C1=C(OC(=C1)C(F)(F)F)C)NC1=C(C=C(C=C1)I)F (N-(3,4-difluoro-2-(2-fluoro-4-iodophenylamino)phenyl)-2-methyl-5-(trifluoromethyl)furan-3-sulfonamide). Reaction SMILES: [F:1][C:2]1[C:7]([F:8])=[C:6]([NH:9][C:10]2[CH:15]=[CH:14][C:13]([I:16])=[CH:12][C:11]=2[F:17])[C:5]([NH2:18])=[CH:4][CH:3]=1.[CH3:19][C:20]1[O:21][C:22]([C:29]([F:32])([F:31])[F:30])=[CH:23][C:24]=1[S:25](Cl)(=[O:27])=[O:26]>>[F:8][C:7]1[C:6]([NH:9][C:10]2[CH:15]=[CH:14][C:13]([I:16])=[CH:12][C:11]=2[F:17])=[C:5]([NH:18][S:25]([C:24]2[CH:23]=[C:22]([C:29]([F:32])([F:30])[F:31])[O:21][C:20]=2[CH3:19])(=[O:27])=[O:26])[CH:4]=[CH:3][C:2]=1[F:1]. Reactants: FC1=CC=C(C(=C1F)NC1=C(C=C(C=C1)I)F)N (5,6-difluoro-N1-(2-fluoro-4-iodophenyl)benzene-1,2-diamine), CC=1OC(=CC1S(=O)(=O)Cl)C(F)(F)F (2-methyl-5-(trifluoromethyl)furan-3-sulfonyl chloride). Reported procedure: According to the general procedure B, 5,6-difluoro-N1-(2-fluoro-4-iodophenyl)benzene-1,2-diamine (0.182 mmol) was reacted with 2-methyl-5-(trifluoromethyl)furan-3-sulfonyl chloride (0.5 mmol) to form N-(3,4-difluoro-2-(2-fluoro-4-iodophenylamino)phenyl)-2-methyl-5-(trifluoromethyl)furan-3-sulfonamide. 1H NMR (CDCl3) δ 2.2 (s, 3H), 5.3 (s, 1H), 6.0 (dt, 1H), 6.8 (s, 1H), 6.95 (s, 1H), 7.0-7.3 (m, 3H), 7.4 (dd, 1H).